From a dataset of the Open Reaction Database (ORD), a public repository of structured organic reaction records. describe an organic reaction: reactants, conditions, products, and yield The reactants are O1C(COC2=CC3=C(N=C(S3)S(=O)(=O)N)C=C2)C1 (6-(2,3-epoxypropoxy)benzothiazole-2-sulfonamide), CO (methanol), ice water. Conditions: time 8 hour. Reagents/catalysts: sulfonic acid. Procedure: A solution of 6-(2,3-epoxypropoxy)benzothiazole-2-sulfonamide (2.15 gm, 7.5 mmol) in methanol (60 mL) containing five drops of concentrated sulfonic acid was stirred at room temperature, monitoring reaction progress by TLC until complete (3 hours). The reaction mixture was poured into ice water and the crude product extracted into ethyl acetate which was dried (Na2SO4) and evaporated. The residue was dissolved in a minimum amount of acetonitrile and diluted with chloroform. Upon standing overnig... The product is COCC(COC1=CC2=C(N=C(S2)S(=O)(=O)N)C=C1)O (6-(3-Methoxy-2-hydroxypropoxy)benzothiazole-2-sulfonamide). Reaction SMILES: [O:1]1[CH2:18][CH:2]1[CH2:3][O:4][C:5]1[CH:17]=[CH:16][C:8]2[N:9]=[C:10]([S:12]([NH2:15])(=[O:14])=[O:13])[S:11][C:7]=2[CH:6]=1.[CH3:19][OH:20]>>[CH3:19][O:20][CH2:18][CH:2]([OH:1])[CH2:3][O:4][C:5]1[CH:17]=[CH:16][C:8]2[N:9]=[C:10]([S:12]([NH2:15])(=[O:14])=[O:13])[S:11][C:7]=2[CH:6]=1.